This data is from the Open Reaction Database (ORD), a public repository of structured organic reaction records. The task is: describe an organic reaction: reactants, conditions, products, and yield Reactants: CCO, Cl, NO, [Na+], [OH-], O=CC(c1ccccc1)c1ccccc1. RXN SMILES: [CH3:21][CH2:22][OH:23].[ClH:16].[NH2:17][OH:18].[Na+:20].[OH-:19].[c:1]1([CH:7]([CH:8]=[O:9])[c:10]2[cH:11][cH:12][cH:13][cH:14][cH:15]2)[cH:2][cH:3][cH:4][cH:5][cH:6]1>>[c:1]1([CH:7]([CH:8]=[N:17][OH:18])[c:10]2[cH:11][cH:12][cH:13][cH:14][cH:15]2)[cH:2][cH:3][cH:4][cH:5][cH:6]1. The product is ON=CC(c1ccccc1)c1ccccc1. Reactants: C(C)OC(COC1=C(C=C(C=C1)N(C)C(=O)OC(C)(C)C)OC)=O ([4-(tert-butoxycarbonyl-methyl-amino)-2-methoxy-phenoxy]-acetic acid ethyl ester), COC(COC1=C(C=C(C=C1)N(C)C(=O)OC(C)(C)C)OC)=O ([4-(tert-butoxycarbonyl-methyl-amino)-2-methoxy-phenoxy]-acetic acid methyl ester), C(=O)(C(F)(F)F)O (TFA). The product is C(C)OC(COC1=C(C=C(C=C1)NC)OC)=O ((2-methoxy-4-methylamino-phenoxy)-acetic acid ethyl ester). Reaction SMILES: [CH2:1]([O:3][C:4](=[O:24])[CH2:5][O:6][C:7]1[CH:12]=[CH:11][C:10]([N:13](C(OC(C)(C)C)=O)[CH3:14])=[CH:9][C:8]=1[O:22][CH3:23])[CH3:2].COC(=O)COC1C=CC(N(C(OC(C)(C)C)=O)C)=CC=1OC.C(O)(C(F)(F)F)=O>>[CH2:1]([O:3][C:4](=[O:24])[CH2:5][O:6][C:7]1[CH:12]=[CH:11][C:10]([NH:13][CH3:14])=[CH:9][C:8]=1[O:22][CH3:23])[CH3:2]. Procedure details: Analogously, to example 1.4, crude [4-(tert-butoxycarbonyl-methyl-amino)-2-methoxy-phenoxy]-acetic acid ethyl ester containing [4-(tert-butoxycarbonyl-methyl-amino)-2-methoxy-phenoxy]-acetic acid methyl ester was deprotected with TFA to give (2-methoxy-4-methylamino-phenoxy)-acetic acid ethyl ester containing (2-methoxy-4-methylamino-phenoxy)-acetic acid methyl ester as a brown oil, MS: 240 (MH+) and 226 (MH+). The reactants are C(C)(C)(C)OC(NCCCN(C(C1=CC=C(C=C1)C)=O)C(CC)C1=NN2C(C(N1CC1=CC=CC=C1)=O)=CC=C2Cl)=O ({3-[[1-(3-benzyl-7-chloro-4-oxo-3,4-dihydro-pyrrolo[2,1-f][1,2,4]triazin-2-yl)-propyl]-(4-methyl-benzoyl)-amino]-propyl}-carbamic acid tert-butyl ester), Cl (HCl). Solvent: O1CCOCC1 (dioxane), O1CCOCC1 (dioxane). Conditions: time 6.5 hour. Yields the product Cl.NCCCN(C(C1=CC=C(C=C1)C)=O)C(CC)C1=NN2C(C(N1CC1=CC=CC=C1)=O)=CC=C2Cl ((±)-N-(3-Amino-propyl)-N-[1-(3-benzyl-7-chloro-4-oxo-3,4-dihydro-pyrrolo[2,1-f][1,2,4]triazin-2-yl)-propyl]-4-methyl-benzamide, hydrochloride salt). Yield: 182.3%. As a reaction SMILES: C(OC(=O)[NH:7][CH2:8][CH2:9][CH2:10][N:11]([CH:21]([C:24]1[N:29]([CH2:30][C:31]2[CH:36]=[CH:35][CH:34]=[CH:33][CH:32]=2)[C:28](=[O:37])[C:27]2=[CH:38][CH:39]=[C:40]([Cl:41])[N:26]2[N:25]=1)[CH2:22][CH3:23])[C:12](=[O:20])[C:13]1[CH:18]=[CH:17][C:16]([CH3:19])=[CH:15][CH:14]=1)(C)(C)C.Cl>O1CCOCC1>[ClH:41].[NH2:7][CH2:8][CH2:9][CH2:10][N:11]([CH:21]([C:24]1[N:29]([CH2:30][C:31]2[CH:36]=[CH:35][CH:34]=[CH:33][CH:32]=2)[C:28](=[O:37])[C:27]2=[CH:38][CH:39]=[C:40]([Cl:41])[N:26]2[N:25]=1)[CH2:22][CH3:23])[C:12](=[O:20])[C:13]1[CH:18]=[CH:17][C:16]([CH3:19])=[CH:15][CH:14]=1 |f:3.4|. Reported procedure: A mixture of {3-[[1-(3-benzyl-7-chloro-4-oxo-3,4-dihydro-pyrrolo[2,1-f][1,2,4]triazin-2-yl)-propyl]-(4-methyl-benzoyl)-amino]-propyl}-carbamic acid tert-butyl ester (0.42 g, 0.71 mmol) and 4 N HCl in dioxane (4.5 mL, 18 mmol) in dioxane (5 mL) stirred at rt for 6.5 h. After concentration the mixture was diluted with water, washed with Et2O (50 mL) and lyophilized to obtain the title compound (0.342 g, 91%): 13C NMR (DMSO-d6) δ 153.0, 128.6, 128.3, 126.9, 125.8, 125.5, 117.6, 115.3, 110.0, 108.3,...